Dataset: the Open Reaction Database (ORD), a public repository of structured organic reaction records. Task: describe an organic reaction: reactants, conditions, products, and yield Reactants: C1(CCCCC1)C1N(CCC(C1)C1=CC=CC=C1)C(=O)OCC1=CC=CC=C1 (Benzyl 2-cyclohexyl-4-phenylpiperidine-1-carboxylate). Reagents/catalysts: [Pd] (Pd/C). The solvent is CCO (EtOH). The product is C1(CCCCC1)[C@H]1NCC[C@H](C1)C1=CC=CC=C1 ((2S,4R)-2-cyclohexyl-4-phenylpiperidine). Reaction SMILES: [CH:1]1([CH:7]2[CH2:12][CH:11]([C:13]3[CH:18]=[CH:17][CH:16]=[CH:15][CH:14]=3)[CH2:10][CH2:9][N:8]2C(OCC2C=CC=CC=2)=O)[CH2:6][CH2:5][CH2:4][CH2:3][CH2:2]1>CCO.[Pd]>[CH:1]1([C@@H:7]2[CH2:12][C@H:11]([C:13]3[CH:18]=[CH:17][CH:16]=[CH:15][CH:14]=3)[CH2:10][CH2:9][NH:8]2)[CH2:2][CH2:3][CH2:4][CH2:5][CH2:6]1. Procedure details: Benzyl 2-cyclohexyl-4-phenylpiperidine-1-carboxylate (1.05 g, 2.78 mmol) in EtOH (50 ml) was added Pd/C (0.5 g, 0.235 mmol) and hydrogenated with a balloon overnight. Filtered through celite and concentrated. The trans isomer was removed on the chiral OD column 20% IPA/Hexanes w/DEA affording the single cis diastereomer. Starting materials: ClCc1ccccc1Cl, [N-]=[N+]=[N-], [Na+], CN(C)C=O. The product is [N-]=[N+]=NCc1ccccc1Cl. RXN SMILES: [Cl:5][c:6]1[c:7]([CH2:8][Cl:9])[cH:10][cH:11][cH:12][cH:13]1.[N-:2]=[N+:3]=[N-:4].[Na+:1].[O:14]=[CH:15][N:16]([CH3:17])[CH3:18]>>[N:2](=[N+:3]=[N-:4])[CH2:8][c:7]1[c:6]([Cl:5])[cH:13][cH:12][cH:11][cH:10]1. Reactants: CC(C)(C)OC(=O)N1CCC2C(C1)c1cc(Br)cc3c1N2CC3, OB(O)c1ccccc1. Yields the product CC(C)(C)OC(=O)N1CCC2C(C1)c1cc(-c3ccccc3)cc3c1N2CC3. Reaction SMILES: [C:1]([CH3:2])([CH3:3])([CH3:4])[O:5][C:6](=[O:7])[N:8]1[CH2:9][CH:10]2[CH:11]([N:12]3[c:13]4[c:14]([cH:15][c:16]([Br:19])[cH:17][c:18]42)[CH2:20][CH2:21]3)[CH2:22][CH2:23]1.[OH:24][B:25]([OH:26])[c:27]1[cH:28][cH:29][cH:30][cH:31][cH:32]1>>[C:1]([CH3:2])([CH3:3])([CH3:4])[O:5][C:6](=[O:7])[N:8]1[CH2:9][CH:10]2[CH:11]([N:12]3[c:13]4[c:14]([cH:15][c:16](-[c:27]5[cH:28][cH:29][cH:30][cH:31][cH:32]5)[cH:17][c:18]42)[CH2:20][CH2:21]3)[CH2:22][CH2:23]1. Starting materials: BrC=1C=C(C=CC1)C(CN1CCN(CC1)C(=O)OC(C)(C)C)C1(CCCCC1)O (tert-butyl 4-[2-(3-bromophenyl)-2-(1-hydroxycyclohexyl)ethyl]piperazine-1-carboxylate), CN(C=O)C (N,N-dimethylformamide). Reagents/catalysts: [C-]#N.[Zn+2].[C-]#N (zinc cyanide), C=1C=CC(=CC1)/C=C/C(=O)/C=C/C2=CC=CC=C2.C=1C=CC(=CC1)/C=C/C(=O)/C=C/C2=CC=CC=C2.C=1C=CC(=CC1)/C=C/C(=O)/C=C/C2=CC=CC=C2.[Pd].[Pd] (tris(dibenzylideneacetone)dipalladium), C1(=CC=CC=C1)P([C-]1C=CC=C1)C1=CC=CC=C1.[C-]1(C=CC=C1)P(C1=CC=CC=C1)C1=CC=CC=C1.[Fe+2] (1,1′-bis(diphenylphosphino)ferrocene), [Zn] (zinc). Conditions: temperature 125 celsius. Product: C(#N)C=1C=C(C=CC1)C(CN1CCN(CC1)C(=O)OC(C)(C)C)C1(CCCCC1)O (tert-butyl 4-[2-(3-cyanophenyl)-2-(1-hydroxycyclohexyl)ethyl]piperazine-1-carboxylate). Isolated yield 84.0%. Reaction SMILES: Br[C:2]1[CH:3]=[C:4]([CH:8]([C:23]2([OH:29])[CH2:28][CH2:27][CH2:26][CH2:25][CH2:24]2)[CH2:9][N:10]2[CH2:15][CH2:14][N:13]([C:16]([O:18][C:19]([CH3:22])([CH3:21])[CH3:20])=[O:17])[CH2:12][CH2:11]2)[CH:5]=[CH:6][CH:7]=1.[CH3:30][N:31](C)C=O>[C-]#N.[Zn+2].[C-]#N.C1C=CC(/C=C/C(/C=C/C2C=CC=CC=2)=O)=CC=1.C1C=CC(/C=C/C(/C=C/C2C=CC=CC=2)=O)=CC=1.C1C=CC(/C=C/C(/C=C/C2C=CC=CC=2)=O)=CC=1.[Pd].[Pd].C1(P(C2C=CC=CC=2)[C-]2C=CC=C2)C=CC=CC=1.[C-]1(P(C2C=CC=CC=2)C2C=CC=CC=2)C=CC=C1.[Fe+2].[Zn]>[C:30]([C:2]1[CH:3]=[C:4]([CH:8]([C:23]2([OH:29])[CH2:24][CH2:25][CH2:26][CH2:27][CH2:28]2)[CH2:9][N:10]2[CH2:15][CH2:14][N:13]([C:16]([O:18][C:19]([CH3:20])([CH3:22])[CH3:21])=[O:17])[CH2:12][CH2:11]2)[CH:5]=[CH:6][CH:7]=1)#[N:31] |f:2.3.4,5.6.7.8.9,10.11.12|. Reported procedure: A mixture of tert-butyl 4-[2-(3-bromophenyl)-2-(1-hydroxycyclohexyl)ethyl]piperazine-1-carboxylate (see Example 135, step 2) (467 mg, 1.00 mmol), zinc cyanide (141 mg, 1.20 mmol), tris(dibenzylideneacetone)dipalladium (46 mg, 0.0500 mmol), 1,1′-bis(diphenylphosphino)ferrocene (55 mg, 0.100 mmol), and zinc dust (16 mg, 0.25 mmol) in anhydrous N,N-dimethylformamide (5 mL) was heated at 125° C. under nitrogen until all starting material was consumed (5 h). After cooling to room temperature, water (... The reactants are Br, N#Cc1ccc(C(=O)Cl)cc1, O=C1COC2(CCNCC2)CN1, c1ccncc1. Product: N#Cc1ccc(C(=O)N2CCC3(CC2)CNC(=O)CO3)cc1. Reaction SMILES: [BrH:1].[C:14](#[N:15])[c:16]1[cH:17][cH:18][c:19]([C:20](=[O:21])[Cl:22])[cH:23][cH:24]1.[O:2]=[C:3]1[CH2:4][O:5][C:6]2([CH2:7][NH:8]1)[CH2:9][CH2:10][NH:11][CH2:12][CH2:13]2.[cH:25]1[cH:26][cH:27][n:28][cH:29][cH:30]1>>[O:2]=[C:3]1[CH2:4][O:5][C:6]2([CH2:7][NH:8]1)[CH2:9][CH2:10][N:11]([C:20]([c:19]1[cH:18][cH:17][c:16]([C:14]#[N:15])[cH:24][cH:23]1)=[O:21])[CH2:12][CH2:13]2. The reactants are OC1=C(C=C(CO)C=C1)[N+](=O)[O-] (4-Hydroxy-3-nitrobenzyl alcohol), BrCCCC(=O)OCC (ethyl 4-bromobutyrate), C([O-])([O-])=O.[K+].[K+] (potassium carbonate), [I-].[Na+] (sodium iodide). Yields the product OCC1=CC(=C(OCCCC(=O)OCC)C=C1)[N+](=O)[O-] (4-[4-(hydroxymethyl)2-nitrophenoxy]butanoic acid, ethyl ester). Yield: 86.6%. Reaction SMILES: [OH:1][C:2]1[CH:9]=[CH:8][C:5]([CH2:6][OH:7])=[CH:4][C:3]=1[N+:10]([O-:12])=[O:11].Br[CH2:14][CH2:15][CH2:16][C:17]([O:19][CH2:20][CH3:21])=[O:18].C(=O)([O-])[O-].[K+].[K+].[I-].[Na+]>>[OH:7][CH2:6][C:5]1[CH:8]=[CH:9][C:2]([O:1][CH2:14][CH2:15][CH2:16][C:17]([O:19][CH2:20][CH3:21])=[O:18])=[C:3]([N+:10]([O-:12])=[O:11])[CH:4]=1 |f:2.3.4,5.6|. Procedure details: 4-Hydroxy-3-nitrobenzyl alcohol (1 g, 5.91 mmol) is treated with 1.44 g (7.39 mmol) of ethyl 4-bromobutyrate, 2.86 g (20.69 mmol) of potassium carbonate and a catalytic amount (88 mg 0.59 mmol) of sodium iodide as described in Preparation 3 to give 1.45 g of 4-[4-(hydroxymethyl)2-nitrophenoxy]butanoic acid, ethyl ester as a light yellow oil (86%). The 1H NMR (300 MHz, CDCl3) is consistent with the desired product; IR (neat) 3400, 1730, 1710, 1630, 1580 cm-1 ; MS (CI) m/e 284 (M+H), 238; Analysis... Solvent: CCOC(=O)C (EtOAc). Reaction SMILES: [Cl:1][C:2]1[CH:16]=[CH:15][C:5]([O:6][CH2:7][CH:8]2[CH2:13][CH2:12][N:11]([CH3:14])[CH2:10][CH2:9]2)=[C:4](I)[CH:3]=1.[Br:18][C:19]1[C:20]([NH2:26])=[N:21][CH:22]=[C:23]([CH3:25])[CH:24]=1>CCOC(C)=O.C1C=CC(/C=C/C(/C=C/C2C=CC=CC=2)=O)=CC=1.C1C=CC(/C=C/C(/C=C/C2C=CC=CC=2)=O)=CC=1.C1C=CC(/C=C/C(/C=C/C2C=CC=CC=2)=O)=CC=1.[Pd].[Pd].CC1(C)C2C(=C(P(C3C=CC=CC=3)C3C=CC=CC=3)C=CC=2)OC2C(P(C3C=CC=CC=3)C3C=CC=CC=3)=CC=CC1=2>[Br:18][C:19]1[C:20]([NH:26][C:4]2[CH:3]=[C:2]([Cl:1])[CH:16]=[CH:15][C:5]=2[O:6][CH2:7][CH:8]2[CH2:13][CH2:12][N:11]([CH3:14])[CH2:10][CH2:9]2)=[N:21][CH:22]=[C:23]([CH3:25])[CH:24]=1 |f:3.4.5.6.7|. Conditions: time 5 minute. Yields the product BrC=1C(=NC=C(C1)C)NC1=C(C=CC(=C1)Cl)OCC1CCN(CC1)C (3-bromo-N-(5-chloro-2-((1-methylpiperidin-4-yl)methoxy)phenyl)-5-methylpyridin-2-amine). The reactants are ClC1=CC(=C(OCC2CCN(CC2)C)C=C1)I (4-((4-chloro-2-iodophenoxy)methyl)-1-methylpiperidine), BrC=1C(=NC=C(C1)C)N (3-bromo-5-methylpyridin-2-amine). Reported procedure: In a oven dried 50 mL round bottom flask were sequentially added Compound 173 (620 mg, 1.69 mmol), 3-bromo-5-methylpyridin-2-amine (381 mg, 2.03 mmol), Pd2(dba)3 (77 mg, 0.08 mmol), xantphos (59 mg, 0.10 mmol) and NatBuO (244 mg, 2.53 mmol) at room temperature. The solid materials were kept under vacuum for 5 min. and then refilled with nitrogen. This process was repeated thrice before adding dry, degassed dioxane (8 mL). The heterogeneous mixture was stirred at room temperature for 15 min. and ... Reagents/catalysts: C=1C=CC(=CC1)/C=C/C(=O)/C=C/C2=CC=CC=C2.C=1C=CC(=CC1)/C=C/C(=O)/C=C/C2=CC=CC=C2.C=1C=CC(=CC1)/C=C/C(=O)/C=C/C2=CC=CC=C2.[Pd].[Pd] (Pd2(dba)3), CC1(C2=C(C(=CC=C2)P(C3=CC=CC=C3)C4=CC=CC=C4)OC5=C(C=CC=C51)P(C6=CC=CC=C6)C7=CC=CC=C7)C (xantphos). Isolated yield 80.0%. The reactants are O (water), C(CCCCCCCCCCCCCCC)NC1=CC=C(C(=O)O)C=C1 (4-(n-hexadecylamino)benzoic acid), [OH-].[Na+] (sodium hydroxide), ICC(CO)O (3-iodo-1,2-propanediol). The solvent is CN(P(=O)(N(C)C)N(C)C)C (hexamethylphosphoramide), CCOCC (ether). Conditions: time 5 day. Product: C(CCCCCCCCCCCCCCC)NC1=CC=C(C(=O)OCC(CO)O)C=C1 (2,3-dihydroxypropyl 4-(n-hexadecylamino)benzoate). As a reaction SMILES: [CH2:1]([NH:17][C:18]1[CH:26]=[CH:25][C:21]([C:22]([OH:24])=[O:23])=[CH:20][CH:19]=1)[CH2:2][CH2:3][CH2:4][CH2:5][CH2:6][CH2:7][CH2:8][CH2:9][CH2:10][CH2:11][CH2:12][CH2:13][CH2:14][CH2:15][CH3:16].[OH-].[Na+].I[CH2:30][CH:31]([OH:34])[CH2:32][OH:33].O>CN(C)P(N(C)C)(N(C)C)=O.CCOCC>[CH2:1]([NH:17][C:18]1[CH:19]=[CH:20][C:21]([C:22]([O:24][CH2:30][CH:31]([OH:34])[CH2:32][OH:33])=[O:23])=[CH:25][CH:26]=1)[CH2:2][CH2:3][CH2:4][CH2:5][CH2:6][CH2:7][CH2:8][CH2:9][CH2:10][CH2:11][CH2:12][CH2:13][CH2:14][CH2:15][CH3:16] |f:1.2|. Reported procedure: A solution of 7.34 g of 4-(n-hexadecylamino)benzoic acid, 4.80 g of 25% aqueous sodium hydroxide, and 12.6 g of 3-iodo-1,2-propanediol in 50 ml of hexamethylphosphoramide is stirred for 24 hours at ambient temperature, diluted with 100 ml of ether and stirred for 5 days at ambient temperature. The mixture is treated with water and extracted with ether. The dried extracts are evaporated to yield 2,3-dihydroxypropyl 4-(n-hexadecylamino)benzoate, m.p. 112° C.